Dataset: the Open Reaction Database (ORD), a public repository of structured organic reaction records. Task: describe an organic reaction: reactants, conditions, products, and yield The reactants are O1COC2=C1C=CC=C2 (1,3-benzodioxole), C(CCC)[Li] (n-butyllithium), C(=O)(O)[O-].[Na+] (NaHCO3), C(=O)=O (carbon dioxide). Run in CCOCC (ether), CCCCCC (hexane), CCOCC (ether). Reaction conditions: time 24 hour. Yields the product C1OC2=C(C=CC=C2O1)C(=O)O (2,3-methylenedioxyphenylcarboxylic acid). RXN SMILES: [O:1]1[C:5]2[CH:6]=[CH:7][CH:8]=[CH:9][C:4]=2[O:3][CH2:2]1.C([Li])CCC.[C:15](=[O:17])=[O:16].C([O-])(O)=O.[Na+]>CCOCC.CCCCCC>[CH2:2]1[O:3][C:4]2[C:5](=[C:6]([C:15]([OH:17])=[O:16])[CH:7]=[CH:8][CH:9]=2)[O:1]1 |f:3.4|. Procedure details: A solution of 1,3-benzodioxole (3.09 g, 32 mmol) in dry ether (50 mL) was treated dropwise at −10° C. with 2.5 M n-butyllithium (15 mL, 35 mmol) in hexane. When the addition was complete, the mixture was stirred under reflux for one hour. After cooling to room temperature, it was added to crushed solid carbon dioxide, and after 24 hours, the residue was treated with 10% aq. NaHCO3 and ether. The alkali layer was separated, washed with ether, then acidified with cold concentrated HCl, and extract... Reactants: IC1=C(C=CC=C1)C1=NC(=CC2=CC=CC=C12)C(=O)NC (1-(2-iodophenyl)-N-methyl-3-isoquinolinecarboxamide), [H-].[Na+] (NaH), FCCCBr (3-fluoropropyl bromide). Run in CN(C)C=O (DMF). Conditions: time 40 minute. Yields the product IC1=C(C=CC=C1)C1=NC(=CC2=CC=CC=C12)C(=O)N(CCCF)C (1-(2-iodophenyl)-N-methyl-N-(3-fluoropropyl)-3-isoquinolinecarboxamide). Isolated yield 22.3%. Reaction SMILES: [I:1][C:2]1[CH:7]=[CH:6][CH:5]=[CH:4][C:3]=1[C:8]1[C:17]2[C:12](=[CH:13][CH:14]=[CH:15][CH:16]=2)[CH:11]=[C:10]([C:18]([NH:20][CH3:21])=[O:19])[N:9]=1.[H-].[Na+].[F:24][CH2:25][CH2:26][CH2:27]Br>CN(C=O)C>[I:1][C:2]1[CH:7]=[CH:6][CH:5]=[CH:4][C:3]=1[C:8]1[C:17]2[C:12](=[CH:13][CH:14]=[CH:15][CH:16]=2)[CH:11]=[C:10]([C:18]([N:20]([CH3:21])[CH2:27][CH2:26][CH2:25][F:24])=[O:19])[N:9]=1 |f:1.2|. Procedure: To a solution of 1-(2-iodophenyl)-N-methyl-3-isoquinolinecarboxamide (22 mg, 0.06 mmol) in DMF (2 mL) was added 60% NaH (12 mg, 0.30 mmol) in one portion. The mixture was stirred under Ar at room temperature for 40 min. Then, 3-fluoropropyl bromide (22 ul, 0.30 mmol) was added. After stirring under Ar at room temperature for 24 h, the mixture was quenched by adding H2O (7 mL). The mixture was extracted with CH2Cl2 (3×15 mL). The combined organic layers were dried (MgSO4), filtered. The filtrate ... Reactants: Cl.Cl.N1C(=NC2=C1C=CC=C2)C(C=2C=C(C=CC2)SCCNC(=N)N)OC2CCN(CC2)C (N-(2-{3-[(1H-benzimidazol-2-yl)(1-methylpiperidin-4-yloxy)-methyl]phenylsulfanyl}ethyl)guanidine.dihydrochloride), C(C)(=O)OC(C)=O (acetic anhydride). Reagents/catalysts: CN(C1=CC=NC=C1)C (4-dimethylaminopyridine). Run in C(C)#N (acetonitrile). Reaction conditions: time 24 hour. The product is ClCCl.CO.N (dichloromethane methanol ammonia), C(C)(=O)NC(=N)NCCSC1=CC(=CC=C1)C(OC1CCN(CC1)C)C1=NC2=C(N1)C=CC=C2 (N-acetyl-N′-(2-{3-[(1H-benzimidazol-2-yl)(1-methylpiperidin-4-yloxy)methyl]phenylsulfanyl}ethyl)guanidine). As a reaction SMILES: [ClH:1].[ClH:2].[NH:3]1[C:7]2[CH:8]=[CH:9][CH:10]=[CH:11][C:6]=2[N:5]=[C:4]1[CH:12]([O:26][CH:27]1[CH2:32][CH2:31][N:30]([CH3:33])[CH2:29][CH2:28]1)[C:13]1[CH:14]=[C:15]([S:19][CH2:20][CH2:21][NH:22][C:23]([NH2:25])=[NH:24])[CH:16]=[CH:17][CH:18]=1.[C:34](OC(=O)C)(=[O:36])[CH3:35]>C(#N)C.CN(C)C1C=CN=CC=1>[Cl:1][CH2:4][Cl:2].[CH3:12][OH:26].[NH3:3].[C:34]([NH:24][C:23]([NH:22][CH2:21][CH2:20][S:19][C:15]1[CH:16]=[CH:17][CH:18]=[C:13]([CH:12]([C:4]2[NH:5][C:6]3[CH:11]=[CH:10][CH:9]=[CH:8][C:7]=3[N:3]=2)[O:26][CH:27]2[CH2:28][CH2:29][N:30]([CH3:33])[CH2:31][CH2:32]2)[CH:14]=1)=[NH:25])(=[O:36])[CH3:35] |f:0.1.2,6.7.8|. Procedure: To a solution of N-(2-{3-[(1H-benzimidazol-2-yl)(1-methylpiperidin-4-yloxy)-methyl]phenylsulfanyl}ethyl)guanidine.dihydrochloride (100 mg) in dry acetonitrile (1 mL) is added acetic anhydride (64 mg) et 4-dimethylaminopyridine (51 mg). After 24 hours at room temperature, solvent and volatiles are removed under reduced pressure. The residue is purified by chromatography (toluene/acetone/triethylamine 50/50/1 then gradient dichloromethane/methanol/ammonia from 95/5/0.5 to 90/10/1) to give N-acetyl... Reaction SMILES: Cl.[CH3:2][O:3][C:4]1[CH:9]=[CH:8][C:7]([N:10]2[C:14]([C:15]3[CH:16]=[N:17][CH:18]=[CH:19][CH:20]=3)=[CH:13][C:12]([CH2:21][CH2:22][C:23]([OH:25])=[O:24])=[N:11]2)=[CH:6][CH:5]=1.[CH3:26][N:27]([CH:29]=[O:30])C.C(Cl)(=O)C(Cl)=[O:33]>C(Cl)Cl>[CH:23]([OH:25])=[O:24].[OH:33][N:27]([CH3:26])[C:29](=[O:30])[CH2:22][CH2:21][C:12]1[CH:13]=[C:14]([C:15]2[CH:16]=[N:17][CH:18]=[CH:19][CH:20]=2)[N:10]([C:7]2[CH:6]=[CH:5][C:4]([O:3][CH3:2])=[CH:9][CH:8]=2)[N:11]=1 |f:0.1,5.6|. The solvent is C(Cl)Cl (CH2Cl2). Conditions: time 0.5 hour. Procedure details: To a solution of compound 31 (0.9 g, 2 5 mM) in CH2Cl2 (25 ml) at RT was added DMF (0.2 ml) and oxalyl chloride (1.26 g, 10 mM). After stirring for 0.5 hr, the reaction mixture was evaporated in vacuo, redissolved in CH2Cl2 (25 ml) and added dropwise to a solution of methylhydroxylamine hydrochloride (0.84 g, 10 mM) and Et3N (3.7 ml) in CH2Cl2 (50 ml) at 0° C. The reaction was stirred for 10 min and poured into a 1:1 stirred mixture of Ch2Cl2 :H2O. The CH2Cl2 layer was separated, washed (H2O and... The reactants are Cl.COC1=CC=C(C=C1)N1N=C(C=C1C=1C=NC=CC1)CCC(=O)O (3-[1-(4-Methoxyphenyl)-5-(3-pyridyl)-3-pyrazolyl]-propionic acid hydrochloride), CN(C)C=O (DMF), C(C(=O)Cl)(=O)Cl (oxalyl chloride). The product is C(=O)O.ON(C(CCC1=NN(C(=C1)C=1C=NC=CC1)C1=CC=C(C=C1)OC)=O)C (N-Hydroxy-3-[1-(4-methoxyphenyl)-5-(3-pyridyl)-3-pyrazolyl]-N-methylpropanamide Monoformate), monoformate. Reaction conditions: time 2 hour. Procedure: Indolelactic acid (2.0 g) suspended in dichloromethane (25 ml) was treated with triethylamine (2.8 ml) and tertbutyldimethylsilyl triflate (2.3 ml) for 16 hours. Triethylamine (2 ml) was then added followed by iso-butylchloroformate (1.5 ml). After stirring for 30 minutes 3,5-bistrifluoromethylbenzylamine (2.5 g) was added and the reaction stirred a further 2 hours. The mixture was washed with 2N hydrochloric acid, aqueous sodium bicarbonate and water, then dried (Na2SO4) and concentrated. Chrom... Reactants: [F-].C(CCC)[N+](CCCC)(CCCC)CCCC (tetrabutylammonium fluoride), solution, N1C(=CC2=CC=CC=C12)CC(C(=O)O)O (Indolelactic acid), FC(C=1C=C(CN)C=C(C1)C(F)(F)F)(F)F (3,5-bistrifluoromethylbenzylamine), O(S(=O)(=O)C(F)(F)F)[Si](C)(C)C(C)(C)C (tertbutyldimethylsilyl triflate), C(C(C)C)OC(=O)Cl (iso-butylchloroformate). Solvent: O1CCCC1 (tetrahydrofuran), C(C)N(CC)CC (triethylamine), ClCCl (dichloromethane), C(C)N(CC)CC (Triethylamine). The product is FC(C=1C=C(CNC(C(O)CC=2NC3=CC=CC=C3C2)=O)C=C(C1)C(F)(F)F)(F)F (Indolelactic acid 3,5-bistrifluoromethylbenzylamide). Reaction SMILES: [NH:1]1[C:9]2[C:4](=[CH:5][CH:6]=[CH:7][CH:8]=2)[CH:3]=[C:2]1[CH2:10][CH:11]([OH:15])[C:12]([OH:14])=O.O([Si](C(C)(C)C)(C)C)S(C(F)(F)F)(=O)=O.C(OC(Cl)=O)C(C)C.[F:39][C:40]([F:54])([F:53])[C:41]1[CH:42]=[C:43]([CH:46]=[C:47]([C:49]([F:52])([F:51])[F:50])[CH:48]=1)[CH2:44][NH2:45].[F-].C([N+](CCCC)(CCCC)CCCC)CCC>ClCCl.O1CCCC1.C(N(CC)CC)C>[F:39][C:40]([F:53])([F:54])[C:41]1[CH:42]=[C:43]([CH:46]=[C:47]([C:49]([F:52])([F:50])[F:51])[CH:48]=1)[CH2:44][NH:45][C:12](=[O:14])[CH:11]([CH2:10][C:2]1[NH:1][C:9]2[C:4]([CH:3]=1)=[CH:5][CH:6]=[CH:7][CH:8]=2)[OH:15] |f:4.5|. Reactants: BrC1=C(C=C(C=C1)OC)F (4-Bromo 3-fluoro anisole), ClC=1C(=CC2=C(N(C(=N2)OC=2C=CC(=C(C(=O)O)C2)C)COCC[Si](C)(C)C)C1)B1OC(C(O1)(C)C)(C)C (5-[(6-chloro-5-(4,4,5,5-tetramethyl-1,3,2-dioxaborolan-2-yl)-1-{[2-(trimethylsilyl)ethoxy]methyl}-1H-benzimidazol-2-yl)oxy]-2-methylbenzoic acid), C(=O)([O-])[O-].[K+].[K+] (K2CO3). The reagents and catalysts are C=1C=CC(=CC1)[P](C=2C=CC=CC2)(C=3C=CC=CC3)[Pd]([P](C=4C=CC=CC4)(C=5C=CC=CC5)C=6C=CC=CC6)([P](C=7C=CC=CC7)(C=8C=CC=CC8)C=9C=CC=CC9)[P](C=1C=CC=CC1)(C=1C=CC=CC1)C=1C=CC=CC1 (Pd(PPh3)4). The solvent is CN(C)C=O (DMF). Run at temperature 150 celsius. Product: ClC=1C(=CC2=C(N(C(=N2)OC=2C=CC(=C(C(=O)O)C2)C)COCC[Si](C)(C)C)C1)C1=C(C=C(C=C1)OC)F (5-[(6-chloro-5-(2-fluoro-4-methoxyphenyl)-1-{[2-(trimethylsilyl)-ethoxy]methyl}-1H-benzimidazol-2-yl)oxy]-2-methylbenzoic acid). Reaction SMILES: C([O-])([O-])=O.[K+].[K+].Br[C:8]1[CH:13]=[CH:12][C:11]([O:14][CH3:15])=[CH:10][C:9]=1[F:16].[Cl:17][C:18]1[C:19](B2OC(C)(C)C(C)(C)O2)=[CH:20][C:21]2[N:25]=[C:24]([O:26][C:27]3[CH:28]=[CH:29][C:30]([CH3:36])=[C:31]([CH:35]=3)[C:32]([OH:34])=[O:33])[N:23]([CH2:37][O:38][CH2:39][CH2:40][Si:41]([CH3:44])([CH3:43])[CH3:42])[C:22]=2[CH:45]=1>CN(C=O)C.C1C=CC([P]([Pd]([P](C2C=CC=CC=2)(C2C=CC=CC=2)C2C=CC=CC=2)([P](C2C=CC=CC=2)(C2C=CC=CC=2)C2C=CC=CC=2)[P](C2C=CC=CC=2)(C2C=CC=CC=2)C2C=CC=CC=2)(C2C=CC=CC=2)C2C=CC=CC=2)=CC=1>[Cl:17][C:18]1[C:19]([C:8]2[CH:13]=[CH:12][C:11]([O:14][CH3:15])=[CH:10][C:9]=2[F:16])=[CH:20][C:21]2[N:25]=[C:24]([O:26][C:27]3[CH:28]=[CH:29][C:30]([CH3:36])=[C:31]([CH:35]=3)[C:32]([OH:34])=[O:33])[N:23]([CH2:37][O:38][CH2:39][CH2:40][Si:41]([CH3:44])([CH3:43])[CH3:42])[C:22]=2[CH:45]=1 |f:0.1.2,^1:63,65,84,103|. Reported procedure: K2CO3 (0.293 mL, 0.585 mmol) followed by Pd(PPh3)4 (6.76 mg, 5.85 μmol) were added to a solution of 4-Bromo 3-fluoro anisole (0.027 mL, 0.195 mmol) and 5-[(6-chloro-5-(4,4,5,5-tetramethyl-1,3,2-dioxaborolan-2-yl)-1-{[2-(trimethylsilyl)ethoxy]methyl}-1H-benzimidazol-2-yl)oxy]-2-methylbenzoic acid (122 mg, 0.219 mmol) in DMF (2 mL). The reaction was heated at 150° C. under microwave irradiation for 10 min. Volatiles were removed to afford the desired product, which was used in the next step withou... The reactants are C(C)(=O)O (acetic acid), C1(=CC=CC=C1)C (toluene), CC(=O)[O-].[K+] (KOAc), stannous acetate, C1(=CC=CC=C1)C (toluene). Reagents/catalysts: [Pd] (palladium on charcoal). Conditions: temperature 100 celsius, time 9 hour. Product: C(C)(=O)OCC1=CC=CC=C1 (benzyl acetate), benzyl diacetate. As a reaction SMILES: [C:1]([OH:4])(=[O:3])[CH3:2].CC([O-])=O.[K+].[C:10]1([CH3:16])[CH:15]=[CH:14][CH:13]=[CH:12][CH:11]=1>[Pd]>[C:1]([O:4][CH2:16][C:10]1[CH:15]=[CH:14][CH:13]=[CH:12][CH:11]=1)(=[O:3])[CH3:2] |f:1.2|. Procedure: A one-liter flask is charged with 450 grams of acetic acid, 92 grams of toluene and a catalyst mixture containing 34.1 grams of 5 wt. % palladium on charcoal, 100 grams of KOAc and 14 grams of stannous acetate. While the flask containing the reaction mixture is constantly stirred at about 100° C., air is continuously blown through the reaction mixture at a rate of about 0.5 liter/min. measured at 25° C. and 760 mm Hg for about 9 hours. Gas chromatographic (G.C.) analysis of the reaction mixture ...